This data is from the Open Reaction Database (ORD), a public repository of structured organic reaction records. The task is: describe an organic reaction: reactants, conditions, products, and yield Starting materials: CO, COC(=O)c1ccc2[nH]cc(C3CCN(c4ccc5nnc(C(F)(F)F)n5n4)CC3)c2c1, [Na+], [OH-]. Product: O=C(O)c1ccc2[nH]cc(C3CCN(c4ccc5nnc(C(F)(F)F)n5n4)CC3)c2c1. RXN SMILES: [CH3:35][OH:36].[F:1][C:2]([c:3]1[n:4][n:5][c:6]2[n:7]1[n:8][c:9]([N:12]1[CH2:13][CH2:14][CH:15]([c:18]3[cH:19][nH:20][c:21]4[cH:22][cH:23][c:24]([C:27](=[O:28])[O:29][CH3:30])[cH:25][c:26]34)[CH2:16][CH2:17]1)[cH:10][cH:11]2)([F:31])[F:32].[Na+:34].[OH-:33]>>[F:1][C:2]([c:3]1[n:4][n:5][c:6]2[n:7]1[n:8][c:9]([N:12]1[CH2:13][CH2:14][CH:15]([c:18]3[cH:19][nH:20][c:21]4[cH:22][cH:23][c:24]([C:27](=[O:28])[OH:29])[cH:25][c:26]34)[CH2:16][CH2:17]1)[cH:10][cH:11]2)([F:31])[F:32]. Starting materials: ClCCl, CN=C=O, CCOCC, CCOC(=O)C1=C(COCCCCN)NC(C)=C(C(=O)OC)C1c1ccccc1Cl. Product: CCOC(=O)C1=C(COCCCCNC(=O)NC)NC(C)=C(C(=O)OC)C1c1ccccc1Cl. RXN SMILES: [CH2:40]([Cl:41])[Cl:42].[CH3:1][N:2]=[C:3]=[O:4].[CH3:35][CH2:36][O:37][CH2:38][CH3:39].[NH2:5][CH2:6][CH2:7][CH2:8][CH2:9][O:10][CH2:11][C:12]1=[C:17]([C:18](=[O:19])[O:20][CH2:21][CH3:22])[CH:16]([c:23]2[c:24]([Cl:29])[cH:25][cH:26][cH:27][cH:28]2)[C:15]([C:30](=[O:31])[O:32][CH3:33])=[C:14]([CH3:34])[NH:13]1>>[CH3:1][NH:2][C:3](=[O:4])[NH:5][CH2:6][CH2:7][CH2:8][CH2:9][O:10][CH2:11][C:12]1=[C:17]([C:18](=[O:19])[O:20][CH2:21][CH3:22])[CH:16]([c:23]2[c:24]([Cl:29])[cH:25][cH:26][cH:27][cH:28]2)[C:15]([C:30](=[O:31])[O:32][CH3:33])=[C:14]([CH3:34])[NH:13]1. The reactants are BrBr (bromine), CC1=C(C(=CC(=C1)C)C)C(C)=O (1-(2,4,6-trimethylphenyl)-1-ethanone), ice. The solvent is C(C)(=O)O (acetic acid). Yields the product BrCC(=O)C1=C(C=C(C=C1C)C)C (2-bromo-1-(2,4,6-trimethylphenyl)-1-ethanone). As a reaction SMILES: [CH3:1][C:2]1[CH:7]=[C:6]([CH3:8])[CH:5]=[C:4]([CH3:9])[C:3]=1[C:10](=[O:12])[CH3:11].[Br:13]Br>C(O)(=O)C>[Br:13][CH2:11][C:10]([C:3]1[C:4]([CH3:9])=[CH:5][C:6]([CH3:8])=[CH:7][C:2]=1[CH3:1])=[O:12]. Procedure details: Dissolve 0.3 mol of 1-(2,4,6-trimethylphenyl)-1-ethanone in 200 ml of glacial acetic acid, and add 31.8 g of bromine dropwise while maintaining the reaction medium at a temperature below 10° C. When the addition is complete, allow the reaction medium to return to room temperature and leave at this temperature for 2 hours. Then pour the reaction medium into 500 ml of ice-cold water and extract the aqueous phase with ethyl ether. Wash the organic extracts with saturated aqueous sodium bicarbonate ... Starting materials: BrC=1C=C(N)C=C(C1)Br (3,5-di-bromo-aniline), C(C1=CC=CC=C1)=O (benzaldehyde), [BH-](OC(=O)C)(OC(=O)C)OC(=O)C.[Na+] (Na(OAc)3BH), CC(=O)O (AcOH). The solvent is ClCCCl (DCE). The product is C(C1=CC=CC=C1)NC1=CC(=CC(=C1)Br)Br (benzyl-(3,5-dibromo-phenyl)-amine). Isolated yield 69.5%. Reaction SMILES: [Br:1][C:2]1[CH:3]=[C:4]([CH:6]=[C:7]([Br:9])[CH:8]=1)[NH2:5].[CH:10](=O)[C:11]1[CH:16]=[CH:15][CH:14]=[CH:13][CH:12]=1.[BH-](OC(C)=O)(OC(C)=O)OC(C)=O.[Na+].CC(O)=O>ClCCCl>[CH2:10]([NH:5][C:4]1[CH:3]=[C:2]([Br:1])[CH:8]=[C:7]([Br:9])[CH:6]=1)[C:11]1[CH:16]=[CH:15][CH:14]=[CH:13][CH:12]=1 |f:2.3|. Procedure: The same procedure as described above was used in a scale up reaction where 3,5-dibromoaniline (273) (3.85 g, 15.35 mmol), benzaldehyde (274) (1.61 g, 15.35 mmol), Na(OAc)3BH (6.47 g, 30.7 mmol), AcOH (1.11 g, 18.42 mmol) and DCE (38 mL) were used. After 3 h reaction and purification (flash chromatography), benzyl-(3,5-dibromo-phenyl)-amine (275) (3.64 g, 10.67 mmol) was obtained in 69.6% isolated yield. Starting materials: CN(C)C=O, O=C(Cl)C(=O)Cl, ClCCl, O=C(O)c1coc2ccccc2c1=O. The product is O=C=Nc1coc2ccccc2c1=O. Reaction SMILES: [CH3:21][N:22]([CH:23]=[O:24])[CH3:25].[Cl:15][C:16]([C:17]([Cl:18])=[O:19])=[O:20].[Cl:26][CH2:27][Cl:28].[o:1]1[cH:2][c:3]([C:12]([OH:13])=[O:14])[c:4](=[O:11])[c:5]2[cH:6][cH:7][cH:8][cH:9][c:10]12>>[o:1]1[cH:2][c:3]([N:22]=[C:23]=[O:24])[c:4](=[O:11])[c:5]2[cH:6][cH:7][cH:8][cH:9][c:10]12.